Dataset: the Open Reaction Database (ORD), a public repository of structured organic reaction records. Task: describe an organic reaction: reactants, conditions, products, and yield The reactants are C([O-])(O)=O.[Na+] (sodium bicarbonate), [BH4-].[Na+] (sodium borohydride), Cl (hydrochloric acid), C(C(C)C)OC1=C(C=CC(=C1)OCC(C)C)C(C=1C=CC(=C(C1)CCC(=O)OCC)OCC(C)C)=NO (ethyl 3-{5-[(2,4-diisobutoxyphenyl)(hydroxyimino)methyl]-2-isobutoxyphenyl}propanoate). Reagents/catalysts: O.O.O.O.O.O.[Ni](Cl)Cl (nickel (II) chloride hexahydrate). The solvent is O (Water), C(Cl)Cl (methylene chloride), CO (methanol). Conditions: time 10 minute. The product is NC(C=1C=CC(=C(C1)CCC(=O)OCC)OCC(C)C)C1=C(C=C(C=C1)OCC(C)C)OCC(C)C (ethyl 3-{5-[amino(2,4-diisobutoxyphenyl)methyl]-2-isobutoxyphenyl}propanoate). Isolated yield 85.2%. Reaction SMILES: [CH2:1]([O:5][C:6]1[CH:11]=[C:10]([O:12][CH2:13][CH:14]([CH3:16])[CH3:15])[CH:9]=[CH:8][C:7]=1[C:17](=[N:36]O)[C:18]1[CH:19]=[CH:20][C:21]([O:31][CH2:32][CH:33]([CH3:35])[CH3:34])=[C:22]([CH2:24][CH2:25][C:26]([O:28][CH2:29][CH3:30])=[O:27])[CH:23]=1)[CH:2]([CH3:4])[CH3:3].[BH4-].[Na+].Cl.C(=O)(O)[O-].[Na+]>CO.O.O.O.O.O.O.[Ni](Cl)Cl.C(Cl)Cl.O>[NH2:36][CH:17]([C:7]1[CH:8]=[CH:9][C:10]([O:12][CH2:13][CH:14]([CH3:16])[CH3:15])=[CH:11][C:6]=1[O:5][CH2:1][CH:2]([CH3:3])[CH3:4])[C:18]1[CH:19]=[CH:20][C:21]([O:31][CH2:32][CH:33]([CH3:34])[CH3:35])=[C:22]([CH2:24][CH2:25][C:26]([O:28][CH2:29][CH3:30])=[O:27])[CH:23]=1 |f:1.2,4.5,7.8.9.10.11.12.13|. Procedure: At 5° C., 5.56 g of nickel (II) chloride hexahydrate is added to a solution of 6.00 g of ethyl 3-{5-[(2,4-diisobutoxyphenyl)(hydroxyimino)methyl]-2-isobutoxyphenyl}propanoate in 60 ml of methanol. Then, 4.42 g of sodium borohydride is portionwise added over a period of one hour. Water is added to the reaction mixture, and then 6 mol/L hydrochloric acid is dropwise added and stirred at ambient temperature for 10 minutes. pH is adjusted to 9 with saturated aqueous solution of sodium bicarbonate, m... The reactants are C(C=C)(=O)Cl (Acryloyl chloride), CN1C(CNCC1)=O (N-methyl piperazone), O (water), C([O-])([O-])=O.[Na+].[Na+] (sodium carbonate). Solvent: C(Cl)Cl (methylene chloride), C(Cl)Cl (methylene chloride). Reaction conditions: time 2 hour. Yields the product C(C=C)(=O)N1CCN(CC1)C (1-acryloyl-4-methyl piperazine). As a reaction SMILES: [C:1](Cl)(=[O:4])[CH:2]=[CH2:3].[CH3:6][N:7]1[CH2:12][CH2:11][NH:10][CH2:9][C:8]1=O.C(=O)([O-])[O-].[Na+].[Na+].O>C(Cl)Cl>[C:1]([N:10]1[CH2:11][CH2:12][N:7]([CH3:6])[CH2:8][CH2:9]1)(=[O:4])[CH:2]=[CH2:3] |f:2.3.4|. Procedure: Acryloyl chloride (90.5 g) in methylene chloride (100 ml) was added into a methylene chloride (500 ml) solution of N-methyl piperazone (100 g) over a period of one hour. The reaction temperature was kept below 25° C. with cooling. After the addition was completed, the reaction mixture was stirred at ambient temperature for two hours. Then, sodium carbonate (53 g) in 250 ml. of water was added into the reaction mixture with stirring. A crude product (76 g) of 1-acryloyl-4-methyl piperazine was re... The reactants are COc1ncc(C2(O)CCC(=O)CC2)c(OC)n1, O=C(CNC(=O)c1cccc(C(F)(F)F)c1)NC1CNC1. The product is COc1ncc(C2(O)CCC(N3CC(NC(=O)CNC(=O)c4cccc(C(F)(F)F)c4)C3)CC2)c(OC)n1. As a reaction SMILES: [CH3:1][O:2][c:3]1[n:4][cH:5][c:6]([C:11]2([OH:18])[CH2:12][CH2:13][C:14](=[O:17])[CH2:15][CH2:16]2)[c:7]([O:9][CH3:10])[n:8]1.[NH:19]1[CH2:20][CH:21]([NH:23][C:24](=[O:25])[CH2:26][NH:27][C:28]([c:29]2[cH:30][c:31]([C:35]([F:36])([F:37])[F:38])[cH:32][cH:33][cH:34]2)=[O:39])[CH2:22]1>>[CH3:1][O:2][c:3]1[n:4][cH:5][c:6]([C:11]2([OH:18])[CH2:12][CH2:13][CH:14]([N:19]3[CH2:20][CH:21]([NH:23][C:24](=[O:25])[CH2:26][NH:27][C:28]([c:29]4[cH:30][c:31]([C:35]([F:36])([F:37])[F:38])[cH:32][cH:33][cH:34]4)=[O:39])[CH2:22]3)[CH2:15][CH2:16]2)[c:7]([O:9][CH3:10])[n:8]1. Reactants: CCO, COC(=O)CCc1oc(C)nc1-c1ccc(Cl)cc1, Cl, [Na+], [OH-], O. Product: Cc1nc(-c2ccc(Cl)cc2)c(CCC(=O)O)o1. As a reaction SMILES: [CH3:23][CH2:24][OH:25].[Cl:3][c:4]1[cH:5][cH:6][c:7](-[c:10]2[n:11][c:12]([CH3:21])[o:13][c:14]2[CH2:15][CH2:16][C:17](=[O:18])[O:19][CH3:20])[cH:8][cH:9]1.[ClH:22].[Na+:2].[OH-:1].[OH2:26]>>[Cl:3][c:4]1[cH:5][cH:6][c:7](-[c:10]2[n:11][c:12]([CH3:21])[o:13][c:14]2[CH2:15][CH2:16][C:17](=[O:18])[OH:19])[cH:8][cH:9]1. The reactants are C(#N)C1=CC=C(C=C1)CCC(CC1=CC=C(C(=O)OC)C=C1)\C=C\C1=C(C=CC=C1)O (methyl 4-[(3E)-2-[2-(4-cyanophenyl)ethyl]-4-(2-hydroxyphenyl)but-3-en-1-yl]benzoate), BrCCCCCCC1=CC=CC=C1 ((6-bromohexyl)benzene), C([O-])([O-])=O.[K+].[K+] (potassium carbonate). Run in C(C)#N (acetonitrile). Product: C(#N)C1=CC=C(C=C1)CCC(CC1=CC=C(C(=O)OC)C=C1)\C=C\C1=C(C=CC=C1)OCCCCCCC1=CC=CC=C1 (Methyl 4-[(3E)-2-[2-(4-cyanophenyl)ethyl]—{2-[(6-phenylhexyl)oxy]phenyl}but-3-en-1-yl]-benzoate). RXN SMILES: [C:1]([C:3]1[CH:8]=[CH:7][C:6]([CH2:9][CH2:10][CH:11](/[CH:23]=[CH:24]/[C:25]2[CH:30]=[CH:29][CH:28]=[CH:27][C:26]=2[OH:31])[CH2:12][C:13]2[CH:22]=[CH:21][C:16]([C:17]([O:19][CH3:20])=[O:18])=[CH:15][CH:14]=2)=[CH:5][CH:4]=1)#[N:2].Br[CH2:33][CH2:34][CH2:35][CH2:36][CH2:37][CH2:38][C:39]1[CH:44]=[CH:43][CH:42]=[CH:41][CH:40]=1.C(=O)([O-])[O-].[K+].[K+]>C(#N)C>[C:1]([C:3]1[CH:8]=[CH:7][C:6]([CH2:9][CH2:10][CH:11](/[CH:23]=[CH:24]/[C:25]2[CH:30]=[CH:29][CH:28]=[CH:27][C:26]=2[O:31][CH2:33][CH2:34][CH2:35][CH2:36][CH2:37][CH2:38][C:39]2[CH:44]=[CH:43][CH:42]=[CH:41][CH:40]=2)[CH2:12][C:13]2[CH:14]=[CH:15][C:16]([C:17]([O:19][CH3:20])=[O:18])=[CH:21][CH:22]=2)=[CH:5][CH:4]=1)#[N:2] |f:2.3.4|. Reported procedure: A solution of 200 mg (0.49 mmol) of methyl 4-[(3E)-2-[2-(4-cyanophenyl)ethyl]-4-(2-hydroxyphenyl)but-3-en-1-yl]benzoate in 25 ml of acetonitrile is mixed with 176 mg (0.73 mmol) of (6-bromohexyl)benzene and 101 mg (0.73 mmol) of potassium carbonate and then stirred under reflux for 12 h. After cooling, the potassium carbonate is filtered off and the filtrate is evaporated. 364 mg (0.48 mmol, 98% of theory, purity 76%) of a yellowish oil are obtained. Starting materials: C(C)OC(=O)C1=CC=C(C=C1)B(O)O (4-(ethoxycarbonyl)phenylboronic acid), COC(=O)C1=CC=C(C=C1)B(O)O (4-(methoxycarbonyl)phenylboronic acid), C(C)(C)(C)OC(=O)N/C=1/C\C(=C/C2=C(\N1)C=C(C=C2)C2=CC=C(C(=O)OCC)C=C2)\C(N(CCC)CCCO[Si](C)(C)C(C)(C)C)=O (Ethyl 4-((1E,4E)-2-(tert-butoxycarbonylamino)-4-((3-(tert-butyldimethylsilyloxy)propyl)(propyl)carbamoyl)-3H-benzo[b]azepin-8-yl)benzoate), C(C)OC(=O)C1=CC=C(C=C1)B(O)O (4-(ethoxycarbonyl)phenylboronic acid), NC=1CC(=CC2=C(N1)C=C(C=C2)Br)C(=O)N(CCC)CCC (2-amino-8-bromo-N,N-dipropyl-3H-benzo[b]azepine-4-carboxamide), N/C=1/C\C(=C/C2=C(\N1)C=C(C=C2)Br)\C(=O)N(CCC)CCC ((1E,4E)-2-amino-8-bromo-N,N-dipropyl-3H-benzo[b]azepine-4-carboxamide), COC(=O)C1=CC=C(C=C1)B(O)O (4-(methoxycarbonyl)phenylboronic acid), C([O-])([O-])=O.[K+].[K+] (potassium carbonate). Reagents/catalysts: C=1C=CC(=CC1)[P](C=2C=CC=CC2)(C=3C=CC=CC3)[Pd]([P](C=4C=CC=CC4)(C=5C=CC=CC5)C=6C=CC=CC6)([P](C=7C=CC=CC7)(C=8C=CC=CC8)C=9C=CC=CC9)[P](C=1C=CC=CC1)(C=1C=CC=CC1)C=1C=CC=CC1 (tetrakis(triphenylphosphine)palladium(0)). The solvent is C(=O)(C(F)(F)F)O (TFA), CCOC(=O)C (EtOAc), ClCCl (dichloromethane), C(C)#N (acetonitrile). Run at temperature 100 celsius, time 1 hour. Product: N/C=1/C\C(=C/C2=C(\N1)C=C(C=C2)C2=CC=C(C=C2)CC(=O)OC)\C(N(CCC)CCCO)=O (Methyl 2-(4-((1E,4E)-2-amino-4-((3-hydroxypropyl)(propyl)carbamoyl)-3H-benzo[b]azepin-8-yl)phenyl)acetate), C(C)(C)(C)OC(=O)N/C=1/C\C(=C/C2=C(\N1)C=C(C=C2)C2=CC=C(C(=O)OCC)C=C2)\C(N(CCC)CCCO[Si](C)(C)C(C)(C)C)=O (Ethyl 4-((1E,4E)-2-(tert-butoxycarbonylamino)-4-((3-(tert-butyldimethylsilyloxy)propyl)(propyl)carbamoyl)-3H-benzo[b]azepin-8-yl)benzoate). Yield: 44.0%. Reaction SMILES: [CH2:1]([O:3][C:4](C1C=CC(B(O)O)=CC=1)=[O:5])C.NC1CC(C(N(CCC)CCC)=O)=CC2C=CC(Br)=CC=2N=1.COC(C1C=CC(B(O)O)=CC=1)=O.C(=O)([O-])[O-].[K+].[K+].[C:56]([O:60][C:61]([NH:63][C:64]1[CH2:65][C:66]([C:86](=[O:102])[N:87]([CH2:91][CH2:92][CH2:93][O:94][Si:95]([C:98]([CH3:101])([CH3:100])[CH3:99])([CH3:97])[CH3:96])[CH2:88][CH2:89][CH3:90])=[CH:67][C:68]2[CH:74]=[CH:73][C:72]([C:75]3[CH:85]=[CH:84][C:78]([C:79]([O:81][CH2:82][CH3:83])=[O:80])=[CH:77][CH:76]=3)=[CH:71][C:69]=2[N:70]=1)=[O:62])([CH3:59])([CH3:58])[CH3:57]>C(#N)C.CCOC(C)=O.ClCCl.C(O)(C(F)(F)F)=O.C1C=CC([P]([Pd]([P](C2C=CC=CC=2)(C2C=CC=CC=2)C2C=CC=CC=2)([P](C2C=CC=CC=2)(C2C=CC=CC=2)C2C=CC=CC=2)[P](C2C=CC=CC=2)(C2C=CC=CC=2)C2C=CC=CC=2)(C2C=CC=CC=2)C2C=CC=CC=2)=CC=1>[NH2:63][C:64]1[CH2:65][C:66]([C:86](=[O:102])[N:87]([CH2:91][CH2:92][CH2:93][OH:94])[CH2:88][CH2:89][CH3:90])=[CH:67][C:68]2[CH:74]=[CH:73][C:72]([C:75]3[CH:76]=[CH:77][C:78]([CH2:79][C:4]([O:3][CH3:1])=[O:5])=[CH:84][CH:85]=3)=[CH:71][C:69]=2[N:70]=1.[C:56]([O:60][C:61]([NH:63][C:64]1[CH2:65][C:66]([C:86](=[O:102])[N:87]([CH2:91][CH2:92][CH2:93][O:94][Si:95]([C:98]([CH3:99])([CH3:101])[CH3:100])([CH3:96])[CH3:97])[CH2:88][CH2:89][CH3:90])=[CH:67][C:68]2[CH:74]=[CH:73][C:72]([C:75]3[CH:85]=[CH:84][C:78]([C:79]([O:81][CH2:82][CH3:83])=[O:80])=[CH:77][CH:76]=3)=[CH:71][C:69]=2[N:70]=1)=[O:62])([CH3:57])([CH3:58])[CH3:59] |f:3.4.5,^1:125,127,146,165|. Procedure details: Methyl 2-(4-((1E,4E)-2-amino-4-((3-hydroxypropyl)(propyl)carbamoyl)-3H-benzo[b]azepin-8-yl)phenyl)acetate was prepared as follows, substituting 4-(2-methoxy-2-oxoethyl)phenylboronic acid for 4-(ethoxycarbonyl)phenylboronic acid. Ethyl 4-((1E,4E)-2-(tert-butoxycarbonylamino)-4-((3-(tert-butyldimethylsilyloxy)propyl)(propyl)carbamoyl)-3H-benzo[b]azepin-8-yl)benzoate (44%) was prepared as follows, substituting tert-butyl (1E,4E)-8-bromo-4-((3-(tert-butyldimethylsilyloxy)propyl)(propyl)carbamoyl)-3H... The reactants are ClC1=C(C(=CC=C1)Cl)N1C(N(C2=NC(=NC=C2C1)S(=O)(=O)C)C)=O (3-(2,6-dichlorophenyl)-7-methanesulfonyl-3,4-dihydro-1-methylpyrimido[4,5-d]pyrimidin-2(1H)-one), CN(CCOC1=CC=C(N)C=C1)C (4-[2-(dimethylamino)ethoxy]aniline). Reaction conditions: temperature 160 celsius. The product is ClC1=C(C(=CC=C1)Cl)N1C(N(C2=NC(=NC=C2C1)NC1=CC=C(C=C1)OCCN(C)C)C)=O (3-(2,6-dichlorophenyl)-7-[4-[2-(dimethylamino)ethoxy]anilino]-3,4-dihydro-1-methylpyrimido[4,5-d]pyrimidin-2(1H)-one). The yield is 13.8%. As a reaction SMILES: [Cl:1][C:2]1[CH:7]=[CH:6][CH:5]=[C:4]([Cl:8])[C:3]=1[N:9]1[CH2:18][C:17]2[C:12](=[N:13][C:14](S(C)(=O)=O)=[N:15][CH:16]=2)[N:11]([CH3:23])[C:10]1=[O:24].[CH3:25][N:26]([CH3:37])[CH2:27][CH2:28][O:29][C:30]1[CH:36]=[CH:35][C:33]([NH2:34])=[CH:32][CH:31]=1>>[Cl:1][C:2]1[CH:7]=[CH:6][CH:5]=[C:4]([Cl:8])[C:3]=1[N:9]1[CH2:18][C:17]2[C:12](=[N:13][C:14]([NH:34][C:33]3[CH:32]=[CH:31][C:30]([O:29][CH2:28][CH2:27][N:26]([CH3:37])[CH3:25])=[CH:36][CH:35]=3)=[N:15][CH:16]=2)[N:11]([CH3:23])[C:10]1=[O:24]. Procedure details: A mixture of 200 mg (0.52 mmol) of 3-(2,6-dichlorophenyl)-7-methanesulfonyl-3,4-dihydro-1-methylpyrimido[4,5-d]pyrimidin-2(1H)-one and 140 mg (0.8 mmol) of 4-[2-(dimethylamino)ethoxy]aniline was heated at 160° C. for 2 hours and then cooled. The residue was chromatographed on silica gel using firstly dichloromethane/methanol/acetic acid/water (240:24:3:2) and then dichloromethane/methanol/acetic acid/water (90:18:3:2) for the elution. Product-containing fractions were combined and evaporated. Th...